describe an organic reaction: reactants, conditions, products, and yield From a dataset of the Open Reaction Database (ORD), a public repository of structured organic reaction records. Starting materials: CCCC[Sn](Cl)(CCCC)CCCC, C1CCOC1, CNS(=O)(=O)N(CC(=O)c1ncn2ccsc12)S(=O)(=O)NC, [Cl-], [NH4+]. Yields the product CCCC[Sn](CCCC)(CCCC)c1cn2cnc(C(=O)CN(S(=O)(=O)NC)S(=O)(=O)NC)c2s1. Reaction SMILES: [CH2:1]([CH2:2][CH2:3][CH3:4])[Sn:5]([CH2:6][CH2:7][CH2:8][CH3:9])([CH2:10][CH2:11][CH2:12][CH3:13])[Cl:14].[CH2:39]1[O:40][CH2:41][CH2:42][CH2:43]1.[CH3:15][NH:16][S:17](=[O:18])(=[O:19])[N:20]([S:21](=[O:22])(=[O:23])[NH:24][CH3:25])[CH2:26][C:27](=[O:28])[c:29]1[n:30][cH:31][n:32]2[c:33]1[s:34][cH:35][cH:36]2.[Cl-:37].[NH4+:38]>>[CH2:1]([CH2:2][CH2:3][CH3:4])[Sn:5]([CH2:6][CH2:7][CH2:8][CH3:9])([CH2:10][CH2:11][CH2:12][CH3:13])[c:35]1[s:34][c:33]2[c:29]([C:27]([CH2:26][N:20]([S:17]([NH:16][CH3:15])(=[O:18])=[O:19])[S:21](=[O:22])(=[O:23])[NH:24][CH3:25])=[O:28])[n:30][cH:31][n:32]2[cH:36]1. Reactants: COc1ccc2cc(C3CCNCC3)ccc2c1, CO, O=C1OCCC1=Cc1ccccc1OCC1CO1. Product: COc1ccc2cc(C3CCN(CC(O)COc4ccccc4C=C4CCOC4=O)CC3)ccc2c1. Reaction SMILES: [CH3:19][O:20][c:21]1[cH:22][c:23]2[cH:24][cH:25][c:26]([CH:31]3[CH2:32][CH2:33][NH:34][CH2:35][CH2:36]3)[cH:27][c:28]2[cH:29][cH:30]1.[CH3:37][OH:38].[O:1]1[CH:2]([CH2:3][O:4][c:5]2[c:6]([CH:7]=[C:8]3[C:9](=[O:10])[O:11][CH2:12][CH2:13]3)[cH:14][cH:15][cH:16][cH:17]2)[CH2:18]1>>[OH:1][CH:2]([CH2:3][O:4][c:5]1[c:6]([CH:7]=[C:8]2[C:9](=[O:10])[O:11][CH2:12][CH2:13]2)[cH:14][cH:15][cH:16][cH:17]1)[CH2:18][N:34]1[CH2:33][CH2:32][CH:31]([c:26]2[cH:25][cH:24][c:23]3[cH:22][c:21]([O:20][CH3:19])[cH:30][cH:29][c:28]3[cH:27]2)[CH2:36][CH2:35]1. Reactants: C(C1=CC=CC=C1)OC[C@H](C(C(=O)NCC(=O)OCC)=O)NC([C@@H](CC1CCCCC1)NC(=O)C1=CC(=C(C(=O)OC)C=C1)NC(=O)OC(C)(C)C)=O (Methyl 4-([(1R)-2-((1R)-1-[(benzyloxy)methyl]-3-[(2-ethoxy-2-oxoethyl)amino]-2,3-dioxopropylamino)-1-(cyclohexylmethyl)-2-oxoethyl]aminocarbonyl)-2-[(tert-butoxycarbonyl)amino]benzoate), C(=O)(C(F)(F)F)O (TFA). Solvent: C(Cl)Cl (CH2Cl2). Reaction conditions: time 30 minute. The product is NC1=C(C(=O)OC)C=CC(=C1)C(=O)N[C@@H](C(=O)NC(C(C(=O)NCC(=O)OCC)=O)COCC1=CC=CC=C1)CC1CCCCC1 (Methyl 2-amino-4-([(1R)-2-(1-[(benzyloxy)methyl]-3-[(2-ethoxy-2-oxoethyl)amino]-2,3-dioxopropylamino)-1-(cyclohexylmethyl)-2-oxoethyl]aminocarbonyl)benzoate). As a reaction SMILES: [CH2:1]([O:8][CH2:9][C@@H:10]([NH:22][C:23](=[O:53])[C@H:24]([NH:32][C:33]([C:35]1[CH:44]=[CH:43][C:38]([C:39]([O:41][CH3:42])=[O:40])=[C:37]([NH:45]C(OC(C)(C)C)=O)[CH:36]=1)=[O:34])[CH2:25][CH:26]1[CH2:31][CH2:30][CH2:29][CH2:28][CH2:27]1)[C:11](=[O:21])[C:12]([NH:14][CH2:15][C:16]([O:18][CH2:19][CH3:20])=[O:17])=[O:13])[C:2]1[CH:7]=[CH:6][CH:5]=[CH:4][CH:3]=1.C(O)(C(F)(F)F)=O>C(Cl)Cl>[NH2:45][C:37]1[CH:36]=[C:35]([C:33]([NH:32][C@H:24]([CH2:25][CH:26]2[CH2:27][CH2:28][CH2:29][CH2:30][CH2:31]2)[C:23]([NH:22][CH:10]([CH2:9][O:8][CH2:1][C:2]2[CH:7]=[CH:6][CH:5]=[CH:4][CH:3]=2)[C:11](=[O:21])[C:12]([NH:14][CH2:15][C:16]([O:18][CH2:19][CH3:20])=[O:17])=[O:13])=[O:53])=[O:34])[CH:44]=[CH:43][C:38]=1[C:39]([O:41][CH3:42])=[O:40]. Procedure: Compound 56 was dissolved in CH2Cl2, and TFA was added under 0° C. The solution was stirred for 30 min and then concentrated. Purification by chromatography (silica, 1/1: Hexane/EtOAc, Rf=0.3) afforded compound 21 as a white solid.